Dataset: the Open Reaction Database (ORD), a public repository of structured organic reaction records. Task: describe an organic reaction: reactants, conditions, products, and yield The reactants are CCCCCC=CC(Sc1ccccc1)C1COC(=O)C1(CCCCCCC(=O)OC)C(=O)OC, CN(C)P(=O)(N(C)C)N(C)C, Cl, N#C[Na]. The product is CCCCCC=CC(Sc1ccccc1)C1COC(=O)C1CCCCCCC(=O)OC. RXN SMILES: [CH3:1][O:2][C:3](=[O:4])[C:5]1([CH2:26][CH2:27][CH2:28][CH2:29][CH2:30][CH2:31][C:32](=[O:33])[O:34][CH3:35])[C:6](=[O:25])[O:7][CH2:8][CH:9]1[CH:10]([CH:11]=[CH:12][CH2:13][CH2:14][CH2:15][CH2:16][CH3:17])[S:18][c:19]1[cH:20][cH:21][cH:22][cH:23][cH:24]1.[CH3:40][N:41]([CH3:42])[P:43](=[O:44])([N:45]([CH3:46])[CH3:47])[N:48]([CH3:49])[CH3:50].[ClH:39].[Na:36][C:37]#[N:38]>>[CH:5]1([CH2:26][CH2:27][CH2:28][CH2:29][CH2:30][CH2:31][C:32](=[O:33])[O:34][CH3:35])[C:6](=[O:25])[O:7][CH2:8][CH:9]1[CH:10]([CH:11]=[CH:12][CH2:13][CH2:14][CH2:15][CH2:16][CH3:17])[S:18][c:19]1[cH:20][cH:21][cH:22][cH:23][cH:24]1. Reactants: ClC=1C(NN=CC1Cl)=O (4,5-Dichloro-2H-pyridazin-3-one), C(C)(C)N(C(C)C)CC (N,N-diisopropylethylamine), COCCl (chloromethyl methyl ether). Reagents/catalysts: CN(C1=CC=NC=C1)C (4-dimethylaminopyridine). Solvent: C(Cl)Cl (methylene chloride). Conditions: temperature 0 celsius, time 3 hour. Product: ClC=1C(N(N=CC1Cl)COC)=O (4,5-Dichloro-2-methoxymethyl-2H-pyridazin-3-one). The yield is 583.7%. RXN SMILES: [Cl:1][C:2]1[C:3](=[O:9])[NH:4][N:5]=[CH:6][C:7]=1[Cl:8].C(N(CC)C(C)C)(C)C.[CH3:19][O:20][CH2:21]Cl>CN(C)C1C=CN=CC=1.C(Cl)Cl>[Cl:1][C:2]1[C:3](=[O:9])[N:4]([CH2:19][O:20][CH3:21])[N:5]=[CH:6][C:7]=1[Cl:8]. Reported procedure: 4,5-Dichloro-2H-pyridazin-3-one (30 g, 182 mmol), N,N-diisopropylethylamine (47.5 mL, 258 mmol) and 4-dimethylaminopyridine (2.20 g, 18.2 mmol) were dissolved in 200 mL of methylene chloride, to which was slowly added dropwise chloromethyl methyl ether (16.6 mL, 21.8 mmol) while maintaining at 0° C. The mixture was stirred for 3 h at room temperature. The reaction solution was washed with saturated aqueous sodium hydrogen carbonate solution, distilled under reduced pressure, and separated-purifi... The reactants are C1CCOC1, COc1ccc2nccc(-c3ccc(CCNC(=O)OC(C)(C)C)nc3)c2n1, Cl, C1COCCO1. The product is COc1ccc2nccc(-c3ccc(CCN)nc3)c2n1, Cl. Reaction SMILES: [CH2:30]1[O:31][CH2:32][CH2:33][CH2:34]1.[CH3:1][O:2][c:3]1[n:4][c:5]2[c:6](-[c:13]3[cH:14][cH:15][c:16]([CH2:19][CH2:20][NH:21][C:22](=[O:23])[O:24][C:25]([CH3:26])([CH3:27])[CH3:28])[n:17][cH:18]3)[cH:7][cH:8][n:9][c:10]2[cH:11][cH:12]1.[ClH:29].[O:35]1[CH2:36][CH2:37][O:38][CH2:39][CH2:40]1>>[CH3:1][O:2][c:3]1[n:4][c:5]2[c:6](-[c:13]3[cH:14][cH:15][c:16]([CH2:19][CH2:20][NH2:21])[n:17][cH:18]3)[cH:7][cH:8][n:9][c:10]2[cH:11][cH:12]1.[ClH:29].